describe an organic reaction: reactants, conditions, products, and yield From a dataset of the Open Reaction Database (ORD), a public repository of structured organic reaction records. Starting materials: BrC1=CC(=C(N)C=C1)[N+](=O)[O-] (4-bromo-2-nitroaniline), C(C1=CC=CC=C1)OC(=O)NCC[B-](F)(F)F.[K+] (potassium (2-(((benzyloxy)carbonyl)amino)ethyl)trifluoroborate), C1(CCCCC1)P(C1=C(C=CC=C1)C1=C(C=CC=C1OC)OC)C1CCCCC1 (2-(dicyclohexylphosphino)-2′,6′-dimethoxybiphenyl), C(=O)([O-])[O-].[Cs+].[Cs+] (Cs2CO3). The reagents and catalysts are CC(=O)[O-].CC(=O)[O-].[Pd+2] (Pd(OAc)2). Solvent: O1CCOCC1.O (dioxane water), CC(OCC)=O (EA). The product is C(C1=CC=CC=C1)OC(NCCC1=CC(=C(C=C1)N)[N+](=O)[O-])=O ([2-(4-Amino-3-nitro-phenyl)-ethyl]-carbamic acid benzyl ester). Yield: 19.5%. Reaction SMILES: Br[C:2]1[CH:8]=[CH:7][C:5]([NH2:6])=[C:4]([N+:9]([O-:11])=[O:10])[CH:3]=1.[CH2:12]([O:19][C:20]([NH:22][CH2:23][CH2:24][B-](F)(F)F)=[O:21])[C:13]1[CH:18]=[CH:17][CH:16]=[CH:15][CH:14]=1.[K+].C1(P(C2CCCCC2)C2C=CC=CC=2C2C(OC)=CC=CC=2OC)CCCCC1.C([O-])([O-])=O.[Cs+].[Cs+]>O1CCOCC1.O.CC(=O)OCC.CC([O-])=O.CC([O-])=O.[Pd+2]>[CH2:12]([O:19][C:20](=[O:21])[NH:22][CH2:23][CH2:24][C:2]1[CH:8]=[CH:7][C:5]([NH2:6])=[C:4]([N+:9]([O-:11])=[O:10])[CH:3]=1)[C:13]1[CH:18]=[CH:17][CH:16]=[CH:15][CH:14]=1 |f:1.2,4.5.6,7.8,10.11.12|. Procedure details: A flask was charged with 4-bromo-2-nitroaniline (505 mg), potassium (2-(((benzyloxy)carbonyl)amino)ethyl)trifluoroborate (745 mg), Pd(OAc)2 (25.3 mg), 2-(dicyclohexylphosphino)-2′,6′-dimethoxybiphenyl (94.6 mg) and Cs2CO3 (2.2 g) in dioxane/water (20 mL/2 mL). The reaction mixture was refluxed for 92 h, cooled down, diluted with EA and washed with water and brine. The aq. layers were extracted with EA, the combined org. layers were dried (MgSO4), filtered off and evaporated to dryness. The resid... Reactants: CO, [H][H], COC(=O)Cn1c(=O)n(CC(=O)OC)c2c([N+](=O)[O-])cccc21, O, Cc1ccc(S(=O)(=O)O)cc1. Yields the product COC(=O)Cn1c(=O)n2c3c(cccc31)NC(=O)C2. Reaction SMILES: [CH3:38][OH:39].[H:24][H:25].[N+:1]([c:4]1[cH:5][cH:6][cH:7][c:8]2[n:9]([CH2:19][C:20](=[O:21])[O:22][CH3:23])[c:10](=[O:18])[n:11]([CH2:13][C:14]([O:2][CH3:3])=[O:15])[c:12]12)([O-:16])=[O:17].[OH2:26].[c:27]1([CH3:28])[cH:29][cH:30][c:31]([S:32]([OH:33])(=[O:34])=[O:35])[cH:36][cH:37]1>>[NH:1]1[c:4]2[cH:5][cH:6][cH:7][c:8]3[n:9]([CH2:19][C:20](=[O:21])[O:22][CH3:23])[c:10](=[O:18])[n:11]([c:12]23)[CH2:13][C:14]1=[O:15]. Starting materials: NC=1C=C2C(=C(C=NC2=CC1OC)C#N)NC1=CC(=C(C=C1)F)Cl (6-amino-4-(3-chloro-4-fluoro-phenylamino)-7-methoxy-quinoline-3-carbonitrile), OCC1NCCCC1 (2-hydroxymethyl-piperidine). Yields the product ClC=1C=C(C=CC1F)NC1=C(C=NC2=CC(=C(C=C12)NC(C=CCN1C(CCCC1)CO)=O)OC)C#N (4-(2-Hydroxymethyl-piperidin-1-yl)-but-2-enoic Acid[4-(3-chloro-4-fluoro-phenylamino)-3-cyano-7-methoxy-quinolin-6-yl]-amide). Yield: 83.6%. Reaction SMILES: [NH2:1][C:2]1[CH:3]=[C:4]2[C:9](=[CH:10][C:11]=1[O:12][CH3:13])[N:8]=[CH:7][C:6]([C:14]#[N:15])=[C:5]2[NH:16][C:17]1[CH:22]=[CH:21][C:20]([F:23])=[C:19]([Cl:24])[CH:18]=1.[OH:25][CH2:26][CH:27]1[CH2:32][CH2:31][CH2:30][CH2:29][NH:28]1>>[Cl:24][C:19]1[CH:18]=[C:17]([NH:16][C:5]2[C:4]3[C:9](=[CH:10][C:11]([O:12][CH3:13])=[C:2]([NH:1][C:11](=[O:12])[CH:2]=[CH:3][CH2:4][N:28]4[CH2:29][CH2:30][CH2:31][CH2:32][CH:27]4[CH2:26][OH:25])[CH:3]=3)[N:8]=[CH:7][C:6]=2[C:14]#[N:15])[CH:22]=[CH:21][C:20]=1[F:23]. Procedure details: By using the method of Example 89, 1.05 g (3.06 mmol) of 6-amino-4-(3-chloro-4-fluoro-phenylamino)-7-methoxy-quinoline-3-carbonitrile and 2.1 g (18.4 mmol) of 2-hydroxymethyl-piperidine were converted to 0.67 g the title compound. The free base was obtained as an off-white powder: mass spectrum (electrospray, m/e): M+H 524.3, (M+2H)+2267.7.